This data is from the Open Reaction Database (ORD), a public repository of structured organic reaction records. The task is: describe an organic reaction: reactants, conditions, products, and yield The reactants are BrC=1C(=C(N)C=C(C1)F)C (3-Bromo-5-fluoro-2-methylaniline), COC(C1=CC(=C(C=C1)C(=O)Cl)F)=O (4-Chlorocarbonyl-3-fluoro-benzoic acid methyl ester). Reagents/catalysts: CN(C)C=1C=CN=CC1 (DMAP). The solvent is N1=CC=CC=C1 (pyridine). Run at time 2 hour. Yields the product COC(C1=CC(=C(C(=O)NC2=C(C(=CC(=C2)F)Br)C)C=C1)F)=O (N-(3-Bromo-5-fluoro-2-methyl-phenyl)-3-fluoro-terephthalamic acid methyl ester). As a reaction SMILES: [Br:1][C:2]1[C:3]([CH3:10])=[C:4]([CH:6]=[C:7]([F:9])[CH:8]=1)[NH2:5].[CH3:11][O:12][C:13](=[O:24])[C:14]1[CH:19]=[CH:18][C:17]([C:20](Cl)=[O:21])=[C:16]([F:23])[CH:15]=1>N1C=CC=CC=1.CN(C1C=CN=CC=1)C>[CH3:11][O:12][C:13](=[O:24])[C:14]1[CH:19]=[CH:18][C:17]([C:20]([NH:5][C:4]2[CH:6]=[C:7]([F:9])[CH:8]=[C:2]([Br:1])[C:3]=2[CH3:10])=[O:21])=[C:16]([F:23])[CH:15]=1. Procedure: 3-Bromo-5-fluoro-2-methylaniline (515 mg, 2.53 mmol) was dissolved in pyridine (20 ml). Then Intermediate 33 (547 mg, 2.53 mmol) and DMAP (3.09 mg, 0.025 mmol) were added and the resulting mixture was stirred at r.t. for 2 hrs. The solvents were removed in vacuo and the residue was taken up with EtOAc and H2O. The organic layer was washed with sat. NaHCO3 solution and brine, and then dried over Na2SO4. The solvents were removed in vacuo and the resulting residue was recrystallized with MeOH to a...